This data is from the Open Reaction Database (ORD), a public repository of structured organic reaction records. The task is: describe an organic reaction: reactants, conditions, products, and yield Reactants: C(N)(=O)C1=CC=C(C=C1)NC1=NC=C(C(=N1)NCCC)C(=O)NCCCNC(OC(C)(C)C)=O (tert-butyl (3-(2-((4-carbamoylphenyl)amino)-4-(propylamino)pyrimidine-5-carboxamido)propyl)carbamate). The solvent is C(Cl)(Cl)Cl (chloroform), CO (methanol), FC(C(=O)O)(F)F (trifluoroacetic acid). Conditions: time 30 minute. Product: C(CC)NC1=NC=NC=C1C(=O)N (4-(propylamino)pyrimidine-5-carboxamide). Isolated yield 385.6%. Reaction SMILES: C(C1C=CC(N[C:11]2[N:16]=[C:15]([NH:17][CH2:18][CH2:19][CH3:20])[C:14]([C:21]([NH:23]CCCNC(=O)OC(C)(C)C)=[O:22])=[CH:13][N:12]=2)=CC=1)(=O)N>C(Cl)(Cl)Cl.CO.FC(F)(F)C(O)=O>[CH2:18]([NH:17][C:15]1[C:14]([C:21]([NH2:23])=[O:22])=[CH:13][N:12]=[CH:11][N:16]=1)[CH2:19][CH3:20]. Procedure details: To a suspension of tert-butyl (3-(2-((4-carbamoylphenyl)amino)-4-(propylamino)pyrimidine-5-carboxamido)propyl)carbamate (D2, 190 mg) in chloroform (8 mL) and methanol (2 mL), trifluoroacetic acid (1 mL) was added at room temperature, and the mixture was stirred at the same temperature for 30 minutes. The solvent was evaporated under reduced pressure to obtain N-(3-aminopropyl)-2-(4-carbamoylphenyl)amino)-4-(propylamino)pyrimidine-5-carboxamide (D3) trifluoroacetate (280 mg). Product: CN(C)C1(c2ccccc2)CCC(CC(=O)NCCCCCc2c[nH]c3ccccc23)CC1. The reactants are CN(C)C1(c2ccccc2)CCC(=CC(=O)NCCCCCc2c[nH]c3ccccc23)CC1, CO, Cl. RXN SMILES: [CH3:2][N:3]([C:4]1([c:28]2[cH:29][cH:30][cH:31][cH:32][cH:33]2)[CH2:5][CH2:6][C:7](=[CH:10][C:11](=[O:12])[NH:13][CH2:14][CH2:15][CH2:16][CH2:17][CH2:18][c:19]2[cH:20][nH:21][c:22]3[cH:23][cH:24][cH:25][cH:26][c:27]23)[CH2:8][CH2:9]1)[CH3:34].[CH3:35][OH:36].[ClH:1]>>[CH3:2][N:3]([C:4]1([c:28]2[cH:29][cH:30][cH:31][cH:32][cH:33]2)[CH2:5][CH2:6][CH:7]([CH2:10][C:11](=[O:12])[NH:13][CH2:14][CH2:15][CH2:16][CH2:17][CH2:18][c:19]2[cH:20][nH:21][c:22]3[cH:23][cH:24][cH:25][cH:26][c:27]23)[CH2:8][CH2:9]1)[CH3:34]. Run at time 30 minute. Isolated yield 70.4%. Run in C(C)OC(C)=O (ethylacetate), C(Cl)(Cl)Cl (chloroform), C(C)(=O)OCC (ethyl acetate). Procedure details: A mixture of 7-chloro-1-ethyl-6-fluoro-1,4-dihydro-4-oxo-3-quinolinecarboxylic acid [J. Med. Chem., 23, 1358 (1980)] (0.52 g, 2 mmol) and 2-methylpiperazine (0.8 g, 8 mmol) was heated at 175° for 5 hours. The residue was dissolved in ethylacetate (10 mL) and chloroform (10 mL), and a solution of sodium-2-ethyl- hexanoate (0.33 g, 2 mmol) in ethyl acetate (20 mL) was added. The mixture was stirred for 30 minutes and the precipitate was collected. The crude product was purified by preparative liqu... Reactants: ClC1=C(C=C2C(C(=CN(C2=C1)CC)C(=O)O)=O)F (7-chloro-1-ethyl-6-fluoro-1,4-dihydro-4-oxo-3-quinolinecarboxylic acid), CC1NCCNC1 (2-methylpiperazine), C(C)C(C(=O)[O-])CCCC.[Na+] (sodium-2-ethyl- hexanoate). As a reaction SMILES: Cl[C:2]1[CH:11]=[C:10]2[C:5]([C:6](=[O:17])[C:7]([C:14]([OH:16])=[O:15])=[CH:8][N:9]2[CH2:12][CH3:13])=[CH:4][C:3]=1[F:18].[CH3:19][CH:20]1[CH2:25][NH:24][CH2:23][CH2:22][NH:21]1.C(C(CCCC)C([O-])=O)C.[Na+:36]>C(OC(=O)C)C.C(Cl)(Cl)Cl>[Na+:36].[CH2:12]([N:9]1[C:10]2[C:5](=[CH:4][C:3]([F:18])=[C:2]([N:24]3[CH2:23][CH2:22][NH:21][CH:20]([CH3:19])[CH2:25]3)[CH:11]=2)[C:6](=[O:17])[C:7]([C:14]([O-:16])=[O:15])=[CH:8]1)[CH3:13] |f:2.3,6.7|. The product is [Na+].C(C)N1C=C(C(C2=CC(=C(C=C12)N1CC(NCC1)C)F)=O)C(=O)[O-] (rac-1-Ethyl-6-fluoro-1,4-dihydro-7-(3-methyl-1-piperazinyl)-4-oxo-3-quinoline-carboxylic acid monosodium salt).